Dataset: the Open Reaction Database (ORD), a public repository of structured organic reaction records. Task: describe an organic reaction: reactants, conditions, products, and yield Starting materials: COC1=CC=C(C=C1)CCO (2-(4-methoxyphenyl)ethanol), ClC1=NC(N2C(N(CCC2)C)=C1)=O (8-chloro-1-methyl-3,4-dihydro-1H-pyrimido[1,6-a]pyrimidin-6(2H)-one), [H-].[Na+] (NaH). Solvent: CS(=O)C (dimethyl sulfoxide). Run at time 2 hour. Product: COC1=CC=C(C=C1)CCOC1=NC(N2C(N(CCC2)C)=C1)=O (8-[2-(4-Methoxy-phenyl)-ethoxy]-1-methyl-1,2,3,4-tetrahydro-pyrimido[1,6-a]pyrimidin-6-one). Yield: 47.5%. RXN SMILES: [CH3:1][O:2][C:3]1[CH:8]=[CH:7][C:6]([CH2:9][CH2:10][OH:11])=[CH:5][CH:4]=1.Cl[C:13]1[CH:23]=[C:17]2[N:18]([CH3:22])[CH2:19][CH2:20][CH2:21][N:16]2[C:15](=[O:24])[N:14]=1.[H-].[Na+]>CS(C)=O>[CH3:1][O:2][C:3]1[CH:8]=[CH:7][C:6]([CH2:9][CH2:10][O:11][C:13]2[CH:23]=[C:17]3[N:18]([CH3:22])[CH2:19][CH2:20][CH2:21][N:16]3[C:15](=[O:24])[N:14]=2)=[CH:5][CH:4]=1 |f:2.3|. Reported procedure: To a solution of 2-(4-methoxyphenyl)ethanol (183 mg, 1.202 mmol) and 8-chloro-1-methyl-3,4-dihydro-1H-pyrimido[1,6-a]pyrimidin-6(2H)-one (200 mg, 1.002 mmol) in dimethyl sulfoxide (DMSO) (5 mL) stirred at room temp was added NaH (100 mg, 2.505 mmol) portionwise. The reaction mixture was stirred at room temp for 2 hr. The reaction was quenched with water and purified by prep-HPLC to give the title product as a white solid (150 mg).